This data is from the Open Reaction Database (ORD), a public repository of structured organic reaction records. The task is: describe an organic reaction: reactants, conditions, products, and yield Starting materials: Cl.CS(=O)(=O)NCC=1C=C(CC2(CCNCC2)C(=O)OCC)C=CC1 (ethyl 4-[3-(methanesulfonylamino-methyl)benzyl]piperidine-4-carboxylate hydrochloride salt), Cl.C(#N)C1=CC=C(CN2C=NC=C2CCl)C=C1 (1-(4-cyanobenzyl)-5-chloromethylimidazole hydrochloride salt), Cl.C(#N)C1=CC=C(CN2C(=NC=C2CCl)C)C=C1 (1-(4-cyanobenzyl)-5-chloromethyl-2-methylimidazole hydrochloride salt). Yields the product C(#N)C1=CC=C(CN2C(=NC=C2CN2CCC(CC2)(C(=O)OCC)CC2=CC(=CC=C2)CNS(=O)(=O)C)C)C=C1 (Ethyl 1-[3-(4-cyanobenzyl)-2-methyl-3H-imidazol-4-ylmethyl]-4-[3-(methanesulfonylaminomethyl)-benzyl]piperidine-4-carboxylate). RXN SMILES: Cl.[CH3:2][S:3]([NH:6][CH2:7][C:8]1[CH:9]=[C:10]([CH:23]=[CH:24][CH:25]=1)[CH2:11][C:12]1([C:18]([O:20][CH2:21][CH3:22])=[O:19])[CH2:17][CH2:16][NH:15][CH2:14][CH2:13]1)(=[O:5])=[O:4].Cl.C(C1C=CC(CN2C(CCl)=CN=C2)=CC=1)#N.Cl.[C:44]([C:46]1[CH:60]=[CH:59][C:49]([CH2:50][N:51]2[C:55]([CH2:56]Cl)=[CH:54][N:53]=[C:52]2[CH3:58])=[CH:48][CH:47]=1)#[N:45]>>[C:44]([C:46]1[CH:47]=[CH:48][C:49]([CH2:50][N:51]2[C:55]([CH2:56][N:15]3[CH2:16][CH2:17][C:12]([CH2:11][C:10]4[CH:23]=[CH:24][CH:25]=[C:8]([CH2:7][NH:6][S:3]([CH3:2])(=[O:4])=[O:5])[CH:9]=4)([C:18]([O:20][CH2:21][CH3:22])=[O:19])[CH2:13][CH2:14]3)=[CH:54][N:53]=[C:52]2[CH3:58])=[CH:59][CH:60]=1)#[N:45] |f:0.1,2.3,4.5|. Reported procedure: The title compound was prepared using the protocol described in Example 61, Step C substituting methyl 4-(3-methylbenzyl)piperidine-4-carboxylate hydrochloride salt with ethyl 4-[3-(methanesulfonylamino-methyl)benzyl]piperidine-4-carboxylate hydrochloride salt, and 1-(4-cyanobenzyl)-5-chloromethylimidazole hydrochloride salt with 1-(4-cyanobenzyl)-5-chloromethyl-2-methylimidazole hydrochloride salt (Example 53, Step B). After column chromatography on silica gel, the free base obtained was tritur... RXN SMILES: [CH3:29][C:30](=[O:31])[OH:32].[Cl:1][c:2]1[c:3]([N:10]2[CH2:11][CH2:12][CH:13]([C:16](=[O:17])[O:18][CH3:19])[CH2:14][CH2:15]2)[cH:4][c:5]([CH:8]=[O:9])[cH:6][cH:7]1.[c:20]1([CH:26]([CH3:27])[NH2:28])[cH:21][cH:22][cH:23][cH:24][cH:25]1>>[Cl:1][c:2]1[c:3]([N:10]2[CH2:11][CH2:12][CH:13]([C:16](=[O:17])[O:18][CH3:19])[CH2:14][CH2:15]2)[cH:4][c:5]([CH2:8][NH:28][CH:26]([c:20]2[cH:21][cH:22][cH:23][cH:24][cH:25]2)[CH3:27])[cH:6][cH:7]1. Yields the product COC(=O)C1CCN(c2cc(CNC(C)c3ccccc3)ccc2Cl)CC1. The reactants are CC(=O)O, COC(=O)C1CCN(c2cc(C=O)ccc2Cl)CC1, CC(N)c1ccccc1. Reactants: Cl (HCl), [F-].[K+] (KF), C(=O)([O-])[O-].[K+].[K+] (K2CO3), ClC1=CC(=NC=C1C#N)NC(=O)N1CCCC2=CC=C(N=C12)C(OC)OC (N-(4-chloro-5-cyanopyridin-2-yl)-7-(dimethoxymethyl)-3,4-dihydro-1,8-naphthyridine-1(2H)-carboxamide), ClC1=CC(=NC=C1C#N)NC(=O)N1CCCC2=CC=C(N=C12)C(OC)OC (N-(4-chloro-5-cyanopyridin-2-yl)-7-(dimethoxymethyl)-3,4-dihydro-1,8-naphthyridine-1(2H)-carboxamide), CN1CC2(CC1)CCNCC2 (2-methyl-2,8-diazaspiro[4.5]decane). Solvent: CCOC(=O)C (EtOAc), CN(C)C=O (DMF). Conditions: temperature 100 celsius, time 2 hour. Yields the product C(#N)C=1C(=CC(=NC1)NC(=O)N1CCCC2=CC=C(N=C12)C=O)N1CCC2(CCN(C2)C)CC1 (N-(5-cyano-4-(2-methyl-2,8-diazaspiro[4.5]decan-8-yl)pyridin-2-yl)-7-formyl-3,4-dihydro-1,8-naphthyridine-1(2H)-carboxamide). RXN SMILES: Cl[C:2]1[C:7]([C:8]#[N:9])=[CH:6][N:5]=[C:4]([NH:10][C:11]([N:13]2[C:22]3[C:17](=[CH:18][CH:19]=[C:20]([CH:23]([O:26]C)OC)[N:21]=3)[CH2:16][CH2:15][CH2:14]2)=[O:12])[CH:3]=1.[CH3:28][N:29]1[CH2:33][CH2:32][C:31]2([CH2:38][CH2:37][NH:36][CH2:35][CH2:34]2)[CH2:30]1.[F-].[K+].C([O-])([O-])=O.[K+].[K+].Cl>CN(C=O)C.CCOC(C)=O>[C:8]([C:7]1[C:2]([N:36]2[CH2:37][CH2:38][C:31]3([CH2:30][N:29]([CH3:28])[CH2:33][CH2:32]3)[CH2:34][CH2:35]2)=[CH:3][C:4]([NH:10][C:11]([N:13]2[C:22]3[C:17](=[CH:18][CH:19]=[C:20]([CH:23]=[O:26])[N:21]=3)[CH2:16][CH2:15][CH2:14]2)=[O:12])=[N:5][CH:6]=1)#[N:9] |f:2.3,4.5.6|. Procedure: N-(4-chloro-5-cyanopyridin-2-yl)-7-(dimethoxymethyl)-3,4-dihydro-1,8-naphthyridine-1(2H)-carboxamide (intermediate 2J, 40 mg, 0.103 mmol) and 2-methyl-2,8-diazaspiro[4.5]decane (31.8 mg, 0.206 mmol) were dissolved in DMF (1 ml) under argon. The mixture was stirred at 100° C. for 2 h. KF (12.0 mg, 0.206 mmol) and K2CO3 (42.8 mg, 0.309 mmol) were added to the reaction mixture and it was stirred at 100° C. for 3 h. Subsequently, the reaction mixture was cooled to room temperature, treated with conc... The reactants are C(C)OC(CN1C(OC2=C1C=CC(=C2)OC)=O)=O ((6-methoxy-2-oxo-benzooxazol-3-yl)-acetic acid ethyl ester), B(Br)(Br)Br (BBr3). Solvent: C(Cl)Cl (DCM). Reaction conditions: time 1 hour. The product is OC1=CC2=C(N(C(O2)=O)CC(=O)O)C=C1 ((6-Hydroxy-2-oxo-benzooxazol-3-yl)-acetic acid). RXN SMILES: C([O:3][C:4](=[O:18])[CH2:5][N:6]1[C:10]2[CH:11]=[CH:12][C:13]([O:15]C)=[CH:14][C:9]=2[O:8][C:7]1=[O:17])C.B(Br)(Br)Br>C(Cl)Cl>[OH:15][C:13]1[CH:12]=[CH:11][C:10]2[N:6]([CH2:5][C:4]([OH:18])=[O:3])[C:7](=[O:17])[O:8][C:9]=2[CH:14]=1. Procedure details: To a solution of (6-methoxy-2-oxo-benzooxazol-3-yl)-acetic acid ethyl ester (52) (251 mg, 1 mmol, 1 equiv) in 3 mL of DCM was added BBr3 (0.3 mL, 3 equiv) and the reaction solution was stirred for 1 h. The reaction mixture was quenched by slow addition of water, followed by the addition of EtOAc. The organic layer was isolated and dried over sodium sulfate, filtered, evaporated in vacuo to provide (6-hydroxy-2-oxo-benzooxazol-3-yl)-acetic acid (53). The reactants are C(C)(C)(C)OC(N[C@@H]([C@H](CC)C)CN(C(=O)[C@H]1[C@@H](C1)C1=NC(=CC=C1)F)C1=CC=C(C=C1)Br)=O ([(1S,2S)-1-({(4-Bromo-phenyl)-[trans-2-(6-fluoro-pyridin-2-yl)-cyclopropanecarbonyl]-amino}-methyl)-2-methyl-butyl]-carbamic acid t-butyl ester), C#CCCC (1-pentyne), CCCC[N+](CCCC)(CCCC)CCCC.[F-] (TBAF). The reagents and catalysts are Cl[Pd]([P](C1=CC=CC=C1)(C2=CC=CC=C2)C3=CC=CC=C3)([P](C4=CC=CC=C4)(C5=CC=CC=C5)C6=CC=CC=C6)Cl (PdCl2(PPh3)2). The solvent is C1CCOC1 (THF), C1CCOC1 (THF). Reaction conditions: temperature 90 celsius. The product is C(C)(C)(C)OC(N[C@@H]([C@H](CC)C)CN(C1=CC=C(C=C1)C#CCCC)C(=O)[C@@H]1[C@H](C1)C1=NC(=CC=C1)F)=O (((1S,2S)-1-{[[(1S,2S)-2-(6-Fluoro-pyridin-2-yl)-cyclopropanecarbonyl]-(4-pent-1-ynyl-phenyl)-amino]-methyl}-2-methyl-butyl)-carbamic acid t-butyl ester). The yield is 99.6%. Reaction SMILES: [C:1]([O:5][C:6](=[O:34])[NH:7][C@H:8]([CH2:13][N:14]([C:27]1[CH:32]=[CH:31][C:30](Br)=[CH:29][CH:28]=1)[C:15]([C@@H:17]1[CH2:19][C@H:18]1[C:20]1[CH:25]=[CH:24][CH:23]=[C:22]([F:26])[N:21]=1)=[O:16])[C@@H:9]([CH3:12])[CH2:10][CH3:11])([CH3:4])([CH3:3])[CH3:2].[CH:35]#[C:36][CH2:37][CH2:38][CH3:39].CCCC[N+](CCCC)(CCCC)CCCC.[F-]>C1COCC1.Cl[Pd](Cl)([P](C1C=CC=CC=1)(C1C=CC=CC=1)C1C=CC=CC=1)[P](C1C=CC=CC=1)(C1C=CC=CC=1)C1C=CC=CC=1>[C:1]([O:5][C:6](=[O:34])[NH:7][C@H:8]([CH2:13][N:14]([C:15]([C@H:17]1[CH2:19][C@@H:18]1[C:20]1[CH:25]=[CH:24][CH:23]=[C:22]([F:26])[N:21]=1)=[O:16])[C:27]1[CH:32]=[CH:31][C:30]([C:35]#[C:36][CH2:37][CH2:38][CH3:39])=[CH:29][CH:28]=1)[C@@H:9]([CH3:12])[CH2:10][CH3:11])([CH3:4])([CH3:3])[CH3:2] |f:2.3,^1:65,84|. Reported procedure: [(1S,2S)-1-({(4-Bromo-phenyl)-[trans-2-(6-fluoro-pyridin-2-yl)-cyclopropanecarbonyl]-amino}-methyl)-2-methyl-butyl]-carbamic acid t-butyl ester (0.068 g, 0.127 mmol), 1-pentyne (0.05 mL, 0.509 mmol), PdCl2(PPh3)2 (0.017 g, 0.025 mmol) and 1N TBAF in THF (0.76 mL, 0.762 mmol) were mixed in THF (1 mL) in sealed microwave flask. The reaction mixture was heated at 90° C. at normal setting for 30 minutes. The reaction mixture was quenched with brine. The aqueous phase was extracted by ethyl acetate (...